This data is from the Open Reaction Database (ORD), a public repository of structured organic reaction records. The task is: describe an organic reaction: reactants, conditions, products, and yield The reactants are Cc1cc(F)c([N+](=O)[O-])cc1[N+](=O)[O-], CN(C)C=O, O. Product: CN(C)C=Cc1cc(F)c([N+](=O)[O-])cc1[N+](=O)[O-]. RXN SMILES: [F:1][c:2]1[c:3]([N+:12](=[O:13])[O-:14])[cH:4][c:5]([N+:9](=[O:10])[O-:11])[c:6]([CH3:8])[cH:7]1.[O:15]=[CH:16][N:17]([CH3:18])[CH3:19].[OH2:20]>>[F:1][c:2]1[c:3]([N+:12](=[O:13])[O-:14])[cH:4][c:5]([N+:9](=[O:10])[O-:11])[c:6]([CH:8]=[CH:16][N:17]([CH3:18])[CH3:19])[cH:7]1. Starting materials: COc1cccc(Br)c1, CN1CCCC1=C1C(=O)Nc2ccccc21, CCOC(C)=O, CN(C)C=O, [H-], [NH4+], [Na+], [OH-]. Yields the product COc1cccc(N2C(=O)C(=C3CCCN3C)c3ccccc32)c1. RXN SMILES: [Br:19][c:20]1[cH:21][c:22]([O:26][CH3:27])[cH:23][cH:24][cH:25]1.[CH3:1][N:2]1[C:3](=[C:7]2[C:8](=[O:16])[NH:9][c:10]3[cH:11][cH:12][cH:13][cH:14][c:15]32)[CH2:4][CH2:5][CH2:6]1.[CH3:30][CH2:31][O:32][C:33](=[O:34])[CH3:35].[CH3:36][N:37]([CH3:38])[CH:39]=[O:40].[H-:18].[NH4+:29].[Na+:17].[OH-:28]>>[CH3:1][N:2]1[C:3](=[C:7]2[C:8](=[O:16])[N:9]([c:20]3[cH:21][c:22]([O:26][CH3:27])[cH:23][cH:24][cH:25]3)[c:10]3[cH:11][cH:12][cH:13][cH:14][c:15]32)[CH2:4][CH2:5][CH2:6]1. The reactants are CC(=CC(=O)O)C (3-methyl-2-butenoic acid), COC1=CC=C(C=C1)S (4-methoxythiophenol), N1CCCCC1 (piperidine), CCCCC (pentane). Run in C(C)(=O)OCC (ethyl acetate). Run at temperature 107.5 celsius. The product is COC1=CC=C(C=C1)SC(CC(=O)O)(C)C (3-(4-methoxyphenylthio)-3-methyl-butyric acid). Reaction SMILES: [CH3:1][C:2]([CH3:7])=[CH:3][C:4]([OH:6])=[O:5].[CH3:8][O:9][C:10]1[CH:15]=[CH:14][C:13]([SH:16])=[CH:12][CH:11]=1.N1CCCCC1.CCCCC>C(OCC)(=O)C>[CH3:8][O:9][C:10]1[CH:15]=[CH:14][C:13]([S:16][C:2]([CH3:7])([CH3:1])[CH2:3][C:4]([OH:6])=[O:5])=[CH:12][CH:11]=1. Reported procedure: A heavy-walled screw-cap tube was charged with 3-methyl-2-butenoic acid (13.86 gm) 3,3-dimethylacrylic acid, (138.4 mmol), 4-methoxythiophenol (143.2 mmol), and piperidine (41.6 mmol) [Aldrich]. The mixture was heated to 105-110° C. for 32 hours, then cooled to room temperature. The reaction mixture was dissolved in ethyl acetate (EtOAc) (700 ml) with stirring, and the resulting solution was washed with 1M aqueous HCl (50 ml×2), water (50 ml), and saturated aqueous NaCl (50 ml). The organic solu... Starting materials: C(=O)OCC(=O)OCCC(C)(C)OC(COC=O)=O (3-Methylbutane-1,3-diyl bis(2-(formyloxy)acetate)). The solvent is C([O-])(O)=O.[Na+] (sodium bicarbonate). Reaction conditions: time 3 day. The product is OCC(=O)OCCC(C)(C)OC(CO)=O (3-Methylbutane-1,3-diyl bis(2-hydroxyacetate)). Reaction SMILES: C([O:3][CH2:4][C:5]([O:7][CH2:8][CH2:9][C:10]([O:13][C:14](=[O:19])[CH2:15][O:16]C=O)([CH3:12])[CH3:11])=[O:6])=O>C(=O)(O)[O-].[Na+]>[OH:3][CH2:4][C:5]([O:7][CH2:8][CH2:9][C:10]([O:13][C:14](=[O:19])[CH2:15][OH:16])([CH3:12])[CH3:11])=[O:6] |f:1.2|. Reported procedure: The crude product (102) was combined with aqueous sodium bicarbonate solution (20 mL, 0.75 N) and stirred for 3 days. The compound was then extracted using ethyl acetate in three 20 mL portions. The organic phase was then evaporated and separated in a column to get a clear oil. 1H NMR (400 MHz, CDCl3): δ 1.42 (s, 6H), 2.19 (t, 2H), 2.58 (s, 2H), 4.00 (s, 2H), 4.16 (s, 2H), 4.28 (t, 2H). Reactants: C(I)I (methylene iodide), C[C@@]12[C@H](CC[C@H]1[C@@H]1CC=C3C[C@H](C=C[C@]3(C)[C@H]1CC2)O)O (1,5-androstadiene-3β,17β-diol), C(OC)COC (glyme). Reagents/catalysts: [Cu].[Zn] (zinc-copper couple). The solvent is CCOCC (ether), CCOCC (ether). Yields the product C1[C@@H]2[C@H]1[C@@H](CC1=CC[C@H]3[C@@H]4CC[C@@H]([C@@]4(C)CC[C@@H]3[C@@]21C)O)O (1β,2β-methylene-5-androstene-3β,17β-diol). As a reaction SMILES: [CH3:1][C@:2]12[CH2:19][CH2:18][C@H:17]3[C@@H:7]([CH2:8][CH:9]=[C:10]4[C@:15]3([CH3:16])[CH:14]=[CH:13][C@H:12]([OH:20])[CH2:11]4)[C@@H:6]1[CH2:5][CH2:4][C@@H:3]2[OH:21].[CH2:22](COC)OC.C(I)I>CCOCC.[Cu].[Zn]>[CH2:22]1[C@@H:13]2[C@H:12]([OH:20])[CH2:11][C:10]3[C@:15]([CH3:16])([C@H:14]12)[C@@H:17]1[C@H:7]([C@H:6]2[C@@:2]([CH2:19][CH2:18]1)([CH3:1])[C@@H:3]([OH:21])[CH2:4][CH2:5]2)[CH2:8][CH:9]=3 |f:4.5|. Procedure: To a stirred solution of 1,5-androstadiene-3β,17β-diol in a mixture of dry ether and glyme is added zinc-copper couple and methylene iodide. This reaction mixture is refluxed for 4 hours, cooled to room temperature, diluted with ether and filtered. The filtrate is washed with aqueous sodium chloride, water and dried over anhydrous magnesium sulfate. The ether is removed under reduced pressure and the residue crystallized from acetone-hexane to yield 1β,2β-methylene-5-androstene-3β,17β-diol.